This data is from the Open Reaction Database (ORD), a public repository of structured organic reaction records. The task is: describe an organic reaction: reactants, conditions, products, and yield Reactants: COC(=O)C1=C(N(C(C(=C1)Br)=O)CC1CCCCC1)CBr (5-bromo-2-bromomethyl-1-cyclohexylmethyl-6-oxo-1,6-dihydro-pyridine-3-carboxylic acid methyl ester), COC(CNS(=O)(=O)C1=CC=C(C=C1)C)=O ((toluene-4-sulfonylamino)-acetic acid methyl ester), [I-].[Na+] (sodium iodide), C([O-])([O-])=O.[K+].[K+] (potassium carbonate). Solvent: CN(C)C=O (DMF), [Cl-].[Na+].O (Brine). Conditions: time 16 hour. The product is COC(=O)C1=C(N(C(C(=C1)Br)=O)CC1CCCCC1)CN(S(=O)(=O)C1=CC=C(C=C1)C)CC(=O)OC (5-Bromo-1-cyclohexylmethyl-2-{[methoxycarbonylmethyl-(toluene-4-sulfonyl)-amino]-methyl}-6-oxo-1,6-dihydro-pyridine-3-carboxylic acid methyl ester). Yield: 79.2%. RXN SMILES: [CH3:1][O:2][C:3]([C:5]1[CH:10]=[C:9]([Br:11])[C:8](=[O:12])[N:7]([CH2:13][CH:14]2[CH2:19][CH2:18][CH2:17][CH2:16][CH2:15]2)[C:6]=1[CH2:20]Br)=[O:4].[CH3:22][O:23][C:24](=[O:37])[CH2:25][NH:26][S:27]([C:30]1[CH:35]=[CH:34][C:33]([CH3:36])=[CH:32][CH:31]=1)(=[O:29])=[O:28].[I-].[Na+].C(=O)([O-])[O-].[K+].[K+]>CN(C=O)C.[Cl-].[Na+].O>[CH3:1][O:2][C:3]([C:5]1[CH:10]=[C:9]([Br:11])[C:8](=[O:12])[N:7]([CH2:13][CH:14]2[CH2:19][CH2:18][CH2:17][CH2:16][CH2:15]2)[C:6]=1[CH2:20][N:26]([CH2:25][C:24]([O:23][CH3:22])=[O:37])[S:27]([C:30]1[CH:31]=[CH:32][C:33]([CH3:36])=[CH:34][CH:35]=1)(=[O:29])=[O:28])=[O:4] |f:2.3,4.5.6,8.9.10|. Reported procedure: A mixture of 5-bromo-2-bromomethyl-1-cyclohexylmethyl-6-oxo-1,6-dihydro-pyridine-3-carboxylic acid methyl ester (4.49 g, 10.7 mmol), (toluene-4-sulfonylamino)-acetic acid methyl ester (2.46 g, 10.1 mmol), sodium iodide (3.19 g, 21.3 mmol) and potassium carbonate (2.95 g, 21.3 mmol) in DMF (70 mL) was stirred at r.t. for 16 h. Brine (120 mL) was added, and the resulting suspension was extracted with EtOAc. The organic layer was washed with water and dried over MgSO4. After the solvent was evapora... The reactants are CCOC(=O)c1ccc(C(=O)CBr)cc1, CN(C)C=O, [N-]=[N+]=[N-], [Na+], O. RXN SMILES: [CH2:1]([CH3:2])[O:3][C:4](=[O:5])[c:6]1[cH:7][cH:8][c:9]([C:12]([CH2:13][Br:14])=[O:15])[cH:10][cH:11]1.[CH3:21][N:22]([CH3:23])[CH:24]=[O:25].[N-:17]=[N+:18]=[N-:19].[Na+:16].[OH2:20]>>[CH2:1]([CH3:2])[O:3][C:4](=[O:5])[c:6]1[cH:7][cH:8][c:9]([C:12]([CH2:13][N:17]=[N+:18]=[N-:19])=[O:15])[cH:10][cH:11]1. Product: CCOC(=O)c1ccc(C(=O)CN=[N+]=[N-])cc1. Procedure details: 2-Aminomethyl-4-(1,1-dimethylpropyl)phenol hydrochloride (4.6 g., 0.02 mole) is dissolved in water (15 ml.) and a solution of iodine monochloride (3.28 g.) in 3N hydrochloric acid (10 ml.) is added. The mixture is kept for 3 hours and then cooled to -10° C. The solid that separates is crystallized from ethanol- 12N hydrochloric acid (1:10) to obtain 2-aminomethyl-4-(1,1-dimethylpropyl)-6-iodophenyl hydrochloride (4.15 g.), m.p. 203°-204° C. (dec.). Run in O (water), Cl (hydrochloric acid). Starting materials: Cl.NCC1=C(C=CC(=C1)C(CC)(C)C)O (2-Aminomethyl-4-(1,1-dimethylpropyl)phenol hydrochloride), ICl (iodine monochloride). Reaction conditions: temperature -10 celsius, time 3 hour. As a reaction SMILES: [ClH:1].[NH2:2][CH2:3][C:4]1[CH:9]=[C:8]([C:10]([CH3:14])([CH3:13])[CH2:11][CH3:12])[CH:7]=[CH:6][C:5]=1O.[I:16]Cl>O.Cl>[NH2:2][CH2:3][C:4]1[CH:9]=[C:8]([C:10]([CH3:14])([CH3:13])[CH2:11][CH3:12])[CH:7]=[C:6]([I:16])[C:5]=1[Cl:1] |f:0.1|. Product: NCC1=C(C(=CC(=C1)C(CC)(C)C)I)Cl (2-aminomethyl-4-(1,1-dimethylpropyl)-6-iodophenyl hydrochloride). The yield is 61.5%. Starting materials: Br.BrC(C1=CC=CC=C1)C(=O)C=1C=NC=CC1 (3-pyridyl α-bromobenzyl ketone hydrobromide), C(C)(=O)[O-].[K+] (potassium acetate), O (water). Solvent: C(C)(=O)OC(C)=O (acetic anhydride). Reaction conditions: time 8 hour. Yields the product OC(C1=CC=CC=C1)C(=O)C=1C=NC=CC1 (3-pyridyl α-hydroxybenzyl ketone). The yield is 68.3%. As a reaction SMILES: Br.Br[CH:3]([C:10]([C:12]1[CH:13]=[N:14][CH:15]=[CH:16][CH:17]=1)=[O:11])[C:4]1[CH:9]=[CH:8][CH:7]=[CH:6][CH:5]=1.C([O-])(=[O:20])C.[K+].O>C(OC(=O)C)(=O)C>[OH:20][CH:3]([C:10]([C:12]1[CH:13]=[N:14][CH:15]=[CH:16][CH:17]=1)=[O:11])[C:4]1[CH:9]=[CH:8][CH:7]=[CH:6][CH:5]=1 |f:0.1,2.3|. Procedure: Alternatively, a mixture of 20.0 g (56.0 mmoles) of 3-pyridyl α-bromobenzyl ketone hydrobromide and 24.0 g (0.24 mole) of potassium acetate in 100 ml of acetic anhydride was stirred overnight at room temperature. The reaction mixture was poured into water and the product extracted into ether. The combined ether layers were washed with water and then 10% aqueous sodium bicarbonate solution. The ether layer was dried over potassium carbonate and evaporated. A solution of the residue in 140 ml of 1...